From a dataset of the Open Reaction Database (ORD), a public repository of structured organic reaction records. describe an organic reaction: reactants, conditions, products, and yield Reactants: C(C)(C)(C)OC(N[C@@H]1C(NCC1)=O)=O ((2-oxopyrrolidin-3-(S)-yl)carbamic acid tert-butyl ester), BrCC1=CC=C(O1)C#N (5-bromomethylfuran-2-carbo-nitrile), [H-].[Na+] (sodium hydride). Solvent: C1CCOC1.CN(C)C=O (THF DMF). Reaction conditions: time 5 hour. The product is C(C)(C)(C)OC(NC1C(N(CC1)CC=1OC(=CC1)C#N)=O)=O ([1-(5-cyanofuran-2-ylmethyl)-2-oxopyrrolidin-3-yl]carbamic acid tert-butyl ester). Isolated yield 100.0%. Reaction SMILES: [C:1]([O:5][C:6](=[O:14])[NH:7][C@H:8]1[CH2:12][CH2:11][NH:10][C:9]1=[O:13])([CH3:4])([CH3:3])[CH3:2].Br[CH2:16][C:17]1[O:21][C:20]([C:22]#[N:23])=[CH:19][CH:18]=1.[H-].[Na+]>C1COCC1.CN(C=O)C>[C:1]([O:5][C:6](=[O:14])[NH:7][CH:8]1[CH2:12][CH2:11][N:10]([CH2:16][C:17]2[O:21][C:20]([C:22]#[N:23])=[CH:19][CH:18]=2)[C:9]1=[O:13])([CH3:4])([CH3:2])[CH3:3] |f:2.3,4.5|. Reported procedure: A solution of (2-oxopyrrolidin-3-(S)-yl)carbamic acid tert-butyl ester (1.56 g, 7.8 mmol) in 80 mL of THF:DMF (5:1) is treated with 5-bromomethylfuran-2-carbo-nitrile (3.23 g, 16 mmol) and sodium hydride (60%) (0.32 g, 8 mmol) as described in EXAMPLE 122, Part F. After addition, the solution is allowed to warm to ambient temperatures. After 5 hours, the solution is quenched by the addition of sat. NH4Cl. The solution is diluted with EtOAc and washed with H2O (3x) and saturated NaCl. The organic ... The reactants are CN(C(=O)Cl)c1ccccc1, On1cccn1. Yields the product CN(C(=O)On1cccn1)c1ccccc1. Reaction SMILES: [CH3:7][N:8]([C:9](=[O:10])[Cl:11])[c:12]1[cH:13][cH:14][cH:15][cH:16][cH:17]1.[OH:1][n:2]1[n:3][cH:4][cH:5][cH:6]1>>[O:1]([n:2]1[n:3][cH:4][cH:5][cH:6]1)[C:9]([N:8]([CH3:7])[c:12]1[cH:13][cH:14][cH:15][cH:16][cH:17]1)=[O:10]. Reactants: O (water), [OH-].[Na+] (NaOH), O (water), [H-].[H-].[H-].[H-].[Li+].[Al+3] (LiAlH4), FC1=CC=C2C(=CN(C2=C1)S(=O)(=O)C1=CC=CC=C1)C=1C=NN(C1)CCNC(OC(C)(C)C)=O (tert-butyl 2-(4-(6-fluoro-1-(phenylsulfonyl)-1H-indol-3-yl)-1H-pyrazol-1-yl)ethylcarbamate), FC1=CC=C2C(=CN(C2=C1)S(=O)(=O)C1=CC=CC=C1)C=1C=NN(C1)CCNC(OC(C)(C)C)=O (tert-butyl 2-(4-(6-fluoro-1-(phenylsulfonyl)-1H-indol-3-yl)-1H-pyrazol-1-yl)ethylcarbamate). Run in C1CCOC1 (THF), C1CCOC1 (THF). Run at time 8 hour. Product: FC1=CC=C2C(=CNC2=C1)C=1C=NN(C1)CCNC (2-(4-(6-fluoro-1H-indol-3-yl)-1H-pyrazol-1-yl)-N-methylethanamine). The yield is 58.7%. RXN SMILES: [H-].[H-].[H-].[H-].[Li+].[Al+3].[F:7][C:8]1[CH:16]=[C:15]2[C:11]([C:12]([C:26]3[CH:27]=[N:28][N:29]([CH2:31][CH2:32][NH:33][C:34](=O)OC(C)(C)C)[CH:30]=3)=[CH:13][N:14]2S(C2C=CC=CC=2)(=O)=O)=[CH:10][CH:9]=1.O.[OH-].[Na+]>C1COCC1>[F:7][C:8]1[CH:16]=[C:15]2[C:11]([C:12]([C:26]3[CH:27]=[N:28][N:29]([CH2:31][CH2:32][NH:33][CH3:34])[CH:30]=3)=[CH:13][NH:14]2)=[CH:10][CH:9]=1 |f:0.1.2.3.4.5,8.9|. Reported procedure: To a slurry of LiAlH4 (100 mg; 2.64 mmol) in THF (4 mL) was added a solution of tert-butyl 2-(4-(6-fluoro-1-(phenylsulfonyl)-1H-indol-3-yl)-1H-pyrazol-1-yl)ethylcarbamate (Intermediate 18; 300 mg; 0.62 mmol) in THF (6 mL) dropwise under argon. The reaction mixture was stirred at r.t. overnight and then at reflux for 4 hours. The reaction was added sequentially water (0.1 mL), 10% aqueous NaOH (0.2 mL), water (5 mL), filtered and washed with EtOAc. The filtrate was extracted with EtOAc (30 mL×2).... Reactants: C(C)(C)(C)OC(=O)N1CC(C2=NC=C(C=C21)Br)(C)C (6-bromo-3,3-dimethyl-2,3-dihydro-pyrrolo[3,2-b]pyridine-1-carboxylic acid tert-butyl ester), CON(C(C)=O)C (N-methoxy-N-methyl-acetamide). Product: C(C)(C)(C)OC(=O)N1CC(C2=NC=C(C=C21)C(C)=O)(C)C (6-Acetyl-3,3-dimethyl-2,3-dihydro-pyrrolo[3,2-b]pyridine-1-carboxylic acid tert-butyl ester). Reaction SMILES: [C:1]([O:5][C:6]([N:8]1[C:16]2[C:11](=[N:12][CH:13]=[C:14](Br)[CH:15]=2)[C:10]([CH3:19])([CH3:18])[CH2:9]1)=[O:7])([CH3:4])([CH3:3])[CH3:2].CON(C)[C:23](=[O:25])[CH3:24]>>[C:1]([O:5][C:6]([N:8]1[C:16]2[C:11](=[N:12][CH:13]=[C:14]([C:23](=[O:25])[CH3:24])[CH:15]=2)[C:10]([CH3:19])([CH3:18])[CH2:9]1)=[O:7])([CH3:4])([CH3:3])[CH3:2]. Procedure details: Prepared from 6-bromo-3,3-dimethyl-2,3-dihydro-pyrrolo[3,2-b]pyridine-1-carboxylic acid tert-butyl ester and N-methoxy-N-methyl-acetamide using a procedure analogous to that of Preparation 263. MS: [M+H]+=291. Starting materials: CN1CCNCC1, CC(C)(C)OC(=O)N1CCNCC1, CCN(C(C)C)C(C)C, O=C(OC(Cl)(Cl)Cl)OC(Cl)(Cl)Cl, ClCCl. Reaction SMILES: [CH3:13][N:14]1[CH2:15][CH2:16][NH:17][CH2:18][CH2:19]1.[CH3:29][C:30]([CH3:31])([O:32][C:33](=[O:34])[N:35]1[CH2:36][CH2:37][NH:38][CH2:39][CH2:40]1)[CH3:41].[CH:20]([N:21]([CH2:22][CH3:23])[CH:24]([CH3:25])[CH3:26])([CH3:27])[CH3:28].[Cl:1][C:2]([Cl:3])([O:4][C:5]([O:6][C:7]([Cl:8])([Cl:9])[Cl:10])=[O:11])[Cl:12].[Cl:42][CH2:43][Cl:44]>>[C:5](=[O:11])([N:17]1[CH2:16][CH2:15][N:14]([CH3:13])[CH2:19][CH2:18]1)[N:38]1[CH2:37][CH2:36][N:35]([C:33]([O:32][C:30]([CH3:29])([CH3:31])[CH3:41])=[O:34])[CH2:40][CH2:39]1. Yields the product CN1CCN(C(=O)N2CCN(C(=O)OC(C)(C)C)CC2)CC1. The reactants are ClC=1C=C(C(=NC1)N)C1=C(C=CC(=C1)Cl)OC (5-chloro-3-(5-chloro-2-methoxyphenyl)pyridin-2-amine), N(=O)OC(C)(C)C (tert-butyl nitrite). The solvent is O (water), C(C)(=O)O (acetic acid), C1CCOC1 (THF). Reaction conditions: temperature 0 celsius, time 8 hour. The product is ClC=1C=C2C(=NC1)OC1=C2C=C(C=C1)Cl (3,6-dichlorobenzofuro[2,3-b]pyridine). Yield: 63.1%. RXN SMILES: [Cl:1][C:2]1[CH:3]=[C:4]([C:9]2[CH:14]=[C:13]([Cl:15])[CH:12]=[CH:11][C:10]=2[O:16]C)[C:5](N)=[N:6][CH:7]=1.N(OC(C)(C)C)=O>C(O)(=O)C.C1COCC1.O>[Cl:1][C:2]1[CH:3]=[C:4]2[C:9]3[CH:14]=[C:13]([Cl:15])[CH:12]=[CH:11][C:10]=3[O:16][C:5]2=[N:6][CH:7]=1. Reported procedure: Solution of 5-chloro-3-(5-chloro-2-methoxyphenyl)pyridin-2-amine (5.2 g, 19.3 mmol) in 50 mL of glacial acetic acid and 20 mL of THF was cooled down to -10° C. and tert-butyl nitrite (4.6 mL) was added dropwise. The reaction mixture was stirred overnight at 0° C., warmed to room temperature, diluted with 100 mL of water. Solid material was filtered and dried, providing 2.9 g of pure 3,6-dichlorobenzofuro[2,3-b]pyridine. Reactants: CCOC(=O)C1(NC(=O)c2cncc3ccccc23)Cc2ccccc2C1, CCO, [K+], [OH-], O. Yields the product O=C(NC1(C(=O)O)Cc2ccccc2C1)c1cncc2ccccc12. Reaction SMILES: [CH2:1]([CH3:2])[O:3][C:4](=[O:5])[C:6]1([NH:15][C:16](=[O:17])[c:18]2[cH:19][n:20][cH:21][c:22]3[cH:23][cH:24][cH:25][cH:26][c:27]23)[CH2:7][c:8]2[cH:9][cH:10][cH:11][cH:12][c:13]2[CH2:14]1.[CH3:31][CH2:32][OH:33].[K+:29].[OH-:28].[OH2:30]>>[O:3]=[C:4]([OH:5])[C:6]1([NH:15][C:16](=[O:17])[c:18]2[cH:19][n:20][cH:21][c:22]3[cH:23][cH:24][cH:25][cH:26][c:27]23)[CH2:7][c:8]2[cH:9][cH:10][cH:11][cH:12][c:13]2[CH2:14]1. Starting materials: Cl (HCl), NC1=NS(N=C1NCCCOC1=CC(=CC=C1)CN1CCCCC1)=O (3-amino-4-[3-(3-piperidinomethylphenoxy)propylamino]-1,2,5-thiadiazole 1-oxide), resultant solution. Run in C(C)O (ethanol), CO (methanol). The product is Cl.Cl.Cl.N1(CCCCC1)CC=1C=C(OCCCNC(C(N)=N)=N)C=CC1 (N-[3-(3-Piperidinomethylphenoxy)propyl]ethanediimidamide trihydrochloride). The yield is 82.6%. Reaction SMILES: [NH2:1][C:2]1[C:6]([NH:7][CH2:8][CH2:9][CH2:10][O:11][C:12]2[CH:17]=[CH:16][CH:15]=[C:14]([CH2:18][N:19]3[CH2:24][CH2:23][CH2:22][CH2:21][CH2:20]3)[CH:13]=2)=[N:5]S(=O)[N:3]=1.[ClH:26]>CO.C(O)C>[ClH:26].[ClH:26].[ClH:26].[N:19]1([CH2:18][C:14]2[CH:13]=[C:12]([CH:17]=[CH:16][CH:15]=2)[O:11][CH2:10][CH2:9][CH2:8][NH:7][C:6](=[NH:5])[C:2](=[NH:1])[NH2:3])[CH2:24][CH2:23][CH2:22][CH2:21][CH2:20]1 |f:4.5.6.7|. Reported procedure: A suspension of 3-amino-4-[3-(3-piperidinomethylphenoxy)propylamino]-1,2,5-thiadiazole 1-oxide (17.1 g; 47.0 mmoles) [prepared according to published United Kingdom Patent Application No. 2,067,987] in 450 mL of methanol was treated with 38 mL of concentrated HCl. The resultant solution was stirred for 3 hours at ambient temperature. Concentration of the solution followed by azeotropic removal of water with absolute ethanol gave colorless crystals. These were suspended in 200 mL of absolute etha... Starting materials: OC(CN1CCNCC1)CO (1-(2,3-dihydroxypropyl)piperazine), C(#N)C1=C(N=NC=C1)Cl (4-cyano-3-chloropyridazine). Run in O1CCOCC1 (dioxane), Cl (hydrochloric acid), C(C)(C)O (isopropanol). The product is Cl.Cl.C(#N)C1=C(N=NC=C1)N1CCN(CC1)CC(CO)O (3-[4-(4-cyanopyridazin-3-yl)piperazin-1yl]propane-1,2-diol dihydrochloride). As a reaction SMILES: [OH:1][CH:2]([CH2:10][OH:11])[CH2:3][N:4]1[CH2:9][CH2:8][NH:7][CH2:6][CH2:5]1.[C:12]([C:14]1[CH:19]=[CH:18][N:17]=[N:16][C:15]=1[Cl:20])#[N:13]>O1CCOCC1.Cl.C(O)(C)C>[ClH:20].[ClH:20].[C:12]([C:14]1[CH:19]=[CH:18][N:17]=[N:16][C:15]=1[N:7]1[CH2:8][CH2:9][N:4]([CH2:3][CH:2]([OH:1])[CH2:10][OH:11])[CH2:5][CH2:6]1)#[N:13] |f:5.6.7|. Procedure: Grams 6.9 of 1-(2,3-dihydroxypropyl)piperazine and 3.0 g of 4-cyano-3-chloropyridazine in 60 ml dioxane were refluxed for 2 hours. The reaction mixture was settled, the supernatant liquor evaporated to dryness and the residue, which formed, was dissolved in 10 ml concentrated hydrochloric acid and diluted with 10 volumes of isopropanol. A precipitate was obtained formed by a gummy oil, which solidified afterwards giving 5.9 g of 3-[4-(4-cyanopyridazin-3-yl)piperazin-1yl]propane-1,2-diol dihydroc... Starting materials: CC#N, ICI, CC(C)(C)ON=O, N#Cc1cc(C(F)(F)F)ccc1N. Yields the product N#Cc1cc(C(F)(F)F)ccc1I. As a reaction SMILES: [CH3:24][C:25]#[N:26].[I:14][CH2:15][I:16].[N:17]([O:18][C:19]([CH3:20])([CH3:21])[CH3:22])=[O:23].[NH2:1][c:2]1[c:3]([C:4]#[N:5])[cH:6][c:7]([C:10]([F:11])([F:12])[F:13])[cH:8][cH:9]1>>[c:2]1([I:14])[c:3]([C:4]#[N:5])[cH:6][c:7]([C:10]([F:11])([F:12])[F:13])[cH:8][cH:9]1.